This data is from the Open Reaction Database (ORD), a public repository of structured organic reaction records. The task is: describe an organic reaction: reactants, conditions, products, and yield Reactants: C(C)(C)(C)C=1C=C2C=NN(C(C2=C(C1)F)=O)C1=C(C=O)C(=CC(=C1)F)C1=CN(C(C(=C1)NC1=NC=C(C=C1)N1[C@H](CN(CC1)C1COC1)CC)=O)C ((S)-2-(6-tert-Butyl-8-fluoro-1-oxophthalazin-2(1H)-yl)-6-(5-(5-(2-ethyl-4-(oxetan-3-yl)piperazin-1-yl)pyridin-2-ylamino)-1-methyl-6-oxo-1,6-dihydropyridin-3-yl)-4-fluorobenzaldehyde), [BH4-].[Na+] (sodium borohydride). Solvent: CO (methanol). Run at time 60 minute. The product is C(C)(C)(C)C=1C=C2C=NN(C(C2=C(C1)F)=O)C1=C(C(=CC(=C1)F)C1=CN(C(C(=C1)NC1=NC=C(C=C1)N1[C@H](CN(CC1)C1COC1)CC)=O)C)CO ((S)-6-tert-Butyl-2-(3-(5-(5-(2-ethyl-4-(oxetan-3-yl)piperazin-1-yl)pyridin-2-yl-amino)-1-methyl-6-oxo-1,6-dihydropyridin-3-yl)-5-fluoro-2-(hydroxymethyl)phenyl)-8-fluorophthalazin-1(2H)-one). Yield: 32.1%. As a reaction SMILES: [C:1]([C:5]1[CH:6]=[C:7]2[C:12](=[C:13]([F:15])[CH:14]=1)[C:11](=[O:16])[N:10]([C:17]1[CH:24]=[C:23]([F:25])[CH:22]=[C:21]([C:26]3[CH:31]=[C:30]([NH:32][C:33]4[CH:38]=[CH:37][C:36]([N:39]5[CH2:44][CH2:43][N:42]([CH:45]6[CH2:48][O:47][CH2:46]6)[CH2:41][C@@H:40]5[CH2:49][CH3:50])=[CH:35][N:34]=4)[C:29](=[O:51])[N:28]([CH3:52])[CH:27]=3)[C:18]=1[CH:19]=[O:20])[N:9]=[CH:8]2)([CH3:4])([CH3:3])[CH3:2].[BH4-].[Na+]>CO>[C:1]([C:5]1[CH:6]=[C:7]2[C:12](=[C:13]([F:15])[CH:14]=1)[C:11](=[O:16])[N:10]([C:17]1[CH:24]=[C:23]([F:25])[CH:22]=[C:21]([C:26]3[CH:31]=[C:30]([NH:32][C:33]4[CH:38]=[CH:37][C:36]([N:39]5[CH2:44][CH2:43][N:42]([CH:45]6[CH2:46][O:47][CH2:48]6)[CH2:41][C@@H:40]5[CH2:49][CH3:50])=[CH:35][N:34]=4)[C:29](=[O:51])[N:28]([CH3:52])[CH:27]=3)[C:18]=1[CH2:19][OH:20])[N:9]=[CH:8]2)([CH3:2])([CH3:3])[CH3:4] |f:1.2|. Procedure: To a solution of 111g (100 mg, 0.14 mmol) at 0° C. in methanol (5 mL) was added sodium borohydride (16.0 mg, 0.42 mmol). The mixture was stirred for 60 minutes. It was then quenched with water (1.0 mL) and concentrated. The residue was purified by reverse-phase prep-HPLC to afford 111 (32 mg, 32%). MS: [M+H]+ 712.3. 1H NMR (500 MHz, CDCl3) δ 8.57 (d, J=2.0 Hz, 1H), 8.30 (d, J=2.0 Hz, 1H), 7.94 (s, 1H), 7.80 (s, 1H), 7.58 (s, 2H), 7.41 (d, J=2.0 Hz, 1H), 7.31-7.28 (m, 2H), 7.12 (dd, J=2.5, 8.5 Hz...